Dataset: the Open Reaction Database (ORD), a public repository of structured organic reaction records. Task: describe an organic reaction: reactants, conditions, products, and yield The reactants are CC(C)(C(=O)O)c1ccccc1, CNOC. The reagents and catalysts are CC(C)N=C=NC(C)C (DIC), C1=CC2=C(C=C1Cl)N(N=N2)O (6-Cl-HOBT). Solvent: CN(C)C=O (DMF), CN(C)C=O (DMF), CN(C)C=O (DMF), CN(C)C=O (DMF), CN(C)C=O (DMF), CN(C)C=O (DMF). Reaction conditions: temperature 25 celsius, time 2 hour. The product is CON(C)C(=O)C(C)(C)c1ccccc1. Yield: 5.2%. Reaction SMILES: CNOC.CC(C)(C(=O)O)c1ccccc1.CC(C)N=C=NC(C)C.C1=CC2=C(C=C1Cl)N(N=N2)O.CN(C)C=O>>CON(C)C(=O)C(C)(C)c1ccccc1. Product: COC(=O)C(N)c1cccc(NC2CCCCC2)c1. As a reaction SMILES: [CH3:1][O:2][C:3]([CH:4]([c:5]1[cH:6][c:7]([NH:11][CH:12]2[CH2:13][CH2:14][CH2:15][CH2:16][CH2:17]2)[cH:8][cH:9][cH:10]1)[NH:18][C:19]([O:20][C:21]([CH3:22])([CH3:23])[CH3:24])=[O:25])=[O:26].[ClH:27].[O:28]1[CH2:29][CH2:30][O:31][CH2:32][CH2:33]1>>[CH3:1][O:2][C:3]([CH:4]([c:5]1[cH:6][c:7]([NH:11][CH:12]2[CH2:13][CH2:14][CH2:15][CH2:16][CH2:17]2)[cH:8][cH:9][cH:10]1)[NH2:18])=[O:26]. Starting materials: COC(=O)C(NC(=O)OC(C)(C)C)c1cccc(NC2CCCCC2)c1, Cl, C1COCCO1. Starting materials: O=C(O)C(=Cc1ccccc1)[N+](=O)[O-], [NH4+], [OH-], O, O, O, O, O, O, O, O, O=S(=O)(O)O. Product: NC(=Cc1ccccc1)C(=O)O. RXN SMILES: [N+:1]([O-:2])(=[O:3])[C:4]([C:5](=[O:6])[OH:7])=[CH:8][c:9]1[cH:10][cH:11][cH:12][cH:13][cH:14]1.[NH4+:28].[OH-:27].[OH2:15].[OH2:16].[OH2:17].[OH2:18].[OH2:19].[OH2:20].[OH2:21].[OH2:29].[S:22]([OH:23])([OH:24])(=[O:25])=[O:26]>>[NH2:1][C:4]([C:5](=[O:6])[OH:7])=[CH:8][c:9]1[cH:10][cH:11][cH:12][cH:13][cH:14]1. Starting materials: Cl (hydrochloric acid), C(C)(C)(C)OC(NC1CN(C1)C([C@H]1N(C[C@@H](C1)O)C1(C(N(C2=CC=C(C=C12)Cl)S(=O)(=O)C1=C(C=C(C=C1)OC)OC(F)(F)F)=O)C1=C(C=CC(=C1)C)OC)=O)=O (tert-butyl{1-[(4R)-1-(5-chloro-3-(2-methoxy-5-methylphenyl)-1-{[4-methoxy-2-(trifluorometho xy)phenyl]sulfonyl}-2-oxo-2,3-dihydro-1H-indol-3-yl)-4-hydroxy-L-prolyl]azetidin-3-yl}carbamate), C(=O)(O)[O-].[Na+] (NaHCO3). Run at time 30 minute. Yields the product NC1CN(C1)C(=O)[C@H]1N(C[C@@H](C1)O)C1(C(N(C2=CC=C(C=C12)Cl)S(=O)(=O)C1=C(C=C(C=C1)OC)OC(F)(F)F)=O)C1=C(C=CC(=C1)C)OC (3-{(2S,4R)-2-[(3-amino azetidin-1-yl)carbonyl]-4-hydroxypyrrolidin-1-yl}-5-chloro-3-(2-methoxy-5-methylphenyl)-1-{[4-methoxy-2-(trifluoromethoxy)phenyl]sulfonyl}-1,3-dihydro-2H-indol-2-one). As a reaction SMILES: Cl.C(OC(=O)[NH:8][CH:9]1[CH2:12][N:11]([C:13](=[O:56])[C@@H:14]2[CH2:18][C@@H:17]([OH:19])[CH2:16][N:15]2[C:20]2([C:47]3[CH:52]=[C:51]([CH3:53])[CH:50]=[CH:49][C:48]=3[O:54][CH3:55])[C:28]3[C:23](=[CH:24][CH:25]=[C:26]([Cl:29])[CH:27]=3)[N:22]([S:30]([C:33]3[CH:38]=[CH:37][C:36]([O:39][CH3:40])=[CH:35][C:34]=3[O:41][C:42]([F:45])([F:44])[F:43])(=[O:32])=[O:31])[C:21]2=[O:46])[CH2:10]1)(C)(C)C.C([O-])(O)=O.[Na+]>>[NH2:8][CH:9]1[CH2:10][N:11]([C:13]([C@@H:14]2[CH2:18][C@@H:17]([OH:19])[CH2:16][N:15]2[C:20]2([C:47]3[CH:52]=[C:51]([CH3:53])[CH:50]=[CH:49][C:48]=3[O:54][CH3:55])[C:28]3[C:23](=[CH:24][CH:25]=[C:26]([Cl:29])[CH:27]=3)[N:22]([S:30]([C:33]3[CH:38]=[CH:37][C:36]([O:39][CH3:40])=[CH:35][C:34]=3[O:41][C:42]([F:44])([F:45])[F:43])(=[O:31])=[O:32])[C:21]2=[O:46])=[O:56])[CH2:12]1 |f:2.3|. Reported procedure: Concentrated hydrochloric acid was added to 200 mg of compound obtained in Example 162, and the solution was stirred at room temperature for 30 minutes. The solution was poured into saturated NaHCO3 and the resulting mixture was extracted with EtOAc. The extract was dried over Na2SO4, then, the drying agent was separated by filtration and the solvent was evaporated under reduced pressure. The title compound in the amount of 144 mg (colorless amorphous) was obtained. Isolated yield 88.4%. Product: Cl.Cl.COC=1C=C2C(=C(C(=NC2=CC1OC)CCC=1N(C=CN1)C)C(=O)OCC)C1=CC(=C(C=C1)OC)OC (ethyl 6,7- dimethoxy-4-(3,4-dimethoxyphenyl)-2-[2-(1-methylimidazol-2- yl)ethyl]quinoline-3-carboxylate dihydrochloride). Procedure: Ethyl 6,7-dimethoxy-4-(3,4-dimethoxyphenyl)-2-[2- (1-methylimidazol-2-yl)ethyl]quinoline-3-carboxylate (9.0 g) was suspended in ethanol (40 ml), and ethanolic hydrogen chloride (22%, 10 g) was added. The mixture was stirred at room temperature for 5 minutes. Ether (150 ml) was added, and the deposited crystals were separated by filtration and recrystallized from ethanol/ether to obtain ethyl 6,7- dimethoxy-4-(3,4-dimethoxyphenyl)-2-[2-(1-methylimidazol-2- yl)ethyl]quinoline-3-carboxylate dihydro... Reaction conditions: time 5 minute. Starting materials: COC=1C=C2C(=C(C(=NC2=CC1OC)CCC=1N(C=CN1)C)C(=O)OCC)C1=CC(=C(C=C1)OC)OC (Ethyl 6,7-dimethoxy-4-(3,4-dimethoxyphenyl)-2-[2- (1-methylimidazol-2-yl)ethyl]quinoline-3-carboxylate), Cl (hydrogen chloride), CCOCC (Ether). RXN SMILES: [CH3:1][O:2][C:3]1[CH:4]=[C:5]2[C:10](=[CH:11][C:12]=1[O:13][CH3:14])[N:9]=[C:8]([CH2:15][CH2:16][C:17]1[N:18]([CH3:22])[CH:19]=[CH:20][N:21]=1)[C:7]([C:23]([O:25][CH2:26][CH3:27])=[O:24])=[C:6]2[C:28]1[CH:33]=[CH:32][C:31]([O:34][CH3:35])=[C:30]([O:36][CH3:37])[CH:29]=1.[ClH:38].CCOCC>C(O)C>[ClH:38].[ClH:38].[CH3:1][O:2][C:3]1[CH:4]=[C:5]2[C:10](=[CH:11][C:12]=1[O:13][CH3:14])[N:9]=[C:8]([CH2:15][CH2:16][C:17]1[N:18]([CH3:22])[CH:19]=[CH:20][N:21]=1)[C:7]([C:23]([O:25][CH2:26][CH3:27])=[O:24])=[C:6]2[C:28]1[CH:33]=[CH:32][C:31]([O:34][CH3:35])=[C:30]([O:36][CH3:37])[CH:29]=1 |f:4.5.6|. The solvent is C(C)O (ethanol). Reactants: COC1=CC=C2CCC(C2=C1)N1CCNCC1 ((6-methoxy-indan-1-yl)piperazine), C1(CC1)C(=O)Cl (cyclopropane-carbonyl chloride), C([O-])([O-])=O.[K+].[K+] (potassium carbonate). Conditions: time 6 hour. The product is C1(CC1)C(=O)N1CCN(CC1)C1CCC2=CC=C(C=C12)OC (1-Cyclopropylcarbonyl-4-(6-methoxy-indan-1-yl)piperazine). The yield is 75.0%. Reaction SMILES: [CH3:1][O:2][C:3]1[CH:11]=[C:10]2[C:6]([CH2:7][CH2:8][CH:9]2[N:12]2[CH2:17][CH2:16][NH:15][CH2:14][CH2:13]2)=[CH:5][CH:4]=1.[CH:18]1([C:21](Cl)=[O:22])[CH2:20][CH2:19]1.C(=O)([O-])[O-].[K+].[K+]>>[CH:18]1([C:21]([N:15]2[CH2:14][CH2:13][N:12]([CH:9]3[C:10]4[C:6](=[CH:5][CH:4]=[C:3]([O:2][CH3:1])[CH:11]=4)[CH2:7][CH2:8]3)[CH2:17][CH2:16]2)=[O:22])[CH2:20][CH2:19]1 |f:2.3.4|. Procedure details: A mixture of (6-methoxy-indan-1-yl)piperazine (3.0 g, 15.5 mmol), cyclopropane-carbonyl chloride (1.6 g, 15.5 mmol), and excess powdered potassium carbonate was stirred for 6 hr. The insoluble material was removed and the solution concentrated in vacuo. The residue was dissolved in ether and washed with 1N HCl. The acid washes were made basic with NaOH solution and the mixture was extracted with methylene chloride. The extracts were dried and concentrated in vacuo. The residue was converted to t... Reactants: ClC=1C(=NC(=C(N1)Cl)CC)C(=O)N (3,5-dichloro-6-ethylpyrazine-2-carboxamide), CS(=O)(=O)C=1C=C(N)C=CC1 (3-(methylsulfonyl)aniline), C(C)(C)N(C(C)C)CC (N,N-diisopropylethylamine). The solvent is O1CCOCC1 (dioxane). Run at temperature 170 celsius, time 17 hour. Yields the product ClC=1N=C(C(=NC1CC)C(=O)N)NC1=CC(=CC=C1)S(=O)(=O)C (5-chloro-6-ethyl-3-{[3-(methylsulfonyl)phenyl]amino}pyrazine-2-carboxamide). Yield: 42.6%. Reaction SMILES: Cl[C:2]1[C:3]([C:11]([NH2:13])=[O:12])=[N:4][C:5]([CH2:9][CH3:10])=[C:6]([Cl:8])[N:7]=1.[CH3:14][S:15]([C:18]1[CH:19]=[C:20]([CH:22]=[CH:23][CH:24]=1)[NH2:21])(=[O:17])=[O:16].C(N(CC)C(C)C)(C)C>O1CCOCC1>[Cl:8][C:6]1[N:7]=[C:2]([NH:21][C:20]2[CH:22]=[CH:23][CH:24]=[C:18]([S:15]([CH3:14])(=[O:17])=[O:16])[CH:19]=2)[C:3]([C:11]([NH2:13])=[O:12])=[N:4][C:5]=1[CH2:9][CH3:10]. Reported procedure: A mixture of 3,5-dichloro-6-ethylpyrazine-2-carboxamide (600 mg), 3-(methylsulfonyl)aniline (467 mg), N,N-diisopropylethylamine (0.48 mL) and dioxane (18 mL) was stirred in a sealed tube at 170° C. for 17 hours. After cooling, the mixture was partitioned using ethyl acetate and water, and the organic layer was washed with saturated aqueous sodium chloride and then dried over anhydrous magnesium sulfate. After the solvent was distilled off, the residue was washed with chloroform, and the solid wa... The reactants are O=C([O-])O, COc1ccc2c(c1)CC(=O)N2C, [Na+], C1CCOC1, S=P12SP3(=S)SP(=S)(S1)SP(=S)(S2)S3. Yields the product COc1ccc2c(c1)CC(=S)N2C. Reaction SMILES: [C:1](=[O:2])([OH:3])[O-:4].[CH3:6][O:7][c:8]1[cH:9][c:10]2[c:14]([cH:15][cH:16]1)[N:13]([CH3:17])[C:12](=[O:18])[CH2:11]2.[Na+:5].[O:33]1[CH2:34][CH2:35][CH2:36][CH2:37]1.[P:19]12(=[S:20])[S:21][P:22]3(=[S:32])[S:23][P:24](=[S:30])([S:25][P:26](=[S:29])([S:27]3)[S:28]1)[S:31]2>>[CH3:6][O:7][c:8]1[cH:9][c:10]2[c:14]([cH:15][cH:16]1)[N:13]([CH3:17])[C:12](=[S:20])[CH2:11]2.